Dataset: the Open Reaction Database (ORD), a public repository of structured organic reaction records. Task: describe an organic reaction: reactants, conditions, products, and yield Yields the product ON=Cc1ccc(-c2ccc(Cl)cc2Cl)o1. Starting materials: CC(=O)[O-], O=Cc1ccc(-c2ccc(Cl)cc2Cl)o1, Cl, NO, [Na+], O. RXN SMILES: [CH3:17][C:18](=[O:19])[O-:20].[Cl:1][c:2]1[c:3](-[c:9]2[cH:10][cH:11][c:12]([CH:14]=[O:15])[o:13]2)[cH:4][cH:5][c:6]([Cl:8])[cH:7]1.[ClH:21].[NH2:22][OH:23].[Na+:16].[OH2:24]>>[Cl:1][c:2]1[c:3](-[c:9]2[cH:10][cH:11][c:12]([CH:14]=[N:22][OH:23])[o:13]2)[cH:4][cH:5][c:6]([Cl:8])[cH:7]1. Reactants: CC1=NC(=C(C(=O)O)C=C1)N1N=CC=N1 (6-Methyl-2-[1,2,3]triazol-2-yl-nicotinic acid), BrC=1C=CC=C2C=CC(=CC12)C(=O)O (8-bromo-2-napthoic acid), ClC1=C(C(=O)O)C=CC(=N1)C (2-chloro-6-methylnicotinic acid). Yields the product N=1N(N=CC1)C=1C=CC=C2C=CC=C(C12)C(=O)O (8-[1,2,3]triazol-2-yl-naphthalene-1-carboxylic acid). Reaction SMILES: [CH3:1][C:2]1[CH:10]=[CH:9][C:5]([C:6](O)=O)=[C:4]([N:11]2[N:15]=[CH:14][CH:13]=[N:12]2)N=1.BrC1C=CC=C2C=1C=C([C:27]([OH:29])=[O:28])C=C2.Cl[C:31]1N=C(C)C=C[C:32]=1[C:33](O)=O>>[N:12]1[N:11]([C:4]2[CH:1]=[CH:2][CH:10]=[C:9]3[C:5]=2[C:6]([C:27]([OH:29])=[O:28])=[CH:33][CH:32]=[CH:31]3)[N:15]=[CH:14][CH:13]=1. Reported procedure: The title compound was prepared in a manner analogous to Intermediate 70 substituting 8-bromo-2-napthoic acid for 2-chloro-6-methylnicotinic acid. The desired 8-[1,2,3]triazol-2-yl-naphthalene-1-carboxylic acid was obtained (474 mg, 16%). MS (ESI): mass calculated for C1H9N3O2, 239.20; m/z found 240.3 [M+H]+. 1H NMR (400 MHz, CD3OD): 8.13 (t, J=9.0 Hz, 2H), 7.95-7.91 (m, 3H), 7.82 (dd, J=7.4, 1.0 Hz, 1H), 7.70 (dd, J=9.8, 5.8 Hz, 1H), 7.64-7.59 (m, 1H). The reactants are CCCC#CCl, O=C1CCC(c2ccc(Cl)cn2)=NN1, [H-], [Na+], CN(C)C=O, O. The product is CCC#CCN1N=C(c2ccc(Cl)cn2)CCC1=O. Reaction SMILES: [C:22](#[C:23][CH2:24][CH2:25][CH3:26])[Cl:27].[Cl:1][c:2]1[cH:3][cH:4][c:5]([C:8]2=[N:13][NH:12][C:11](=[O:14])[CH2:10][CH2:9]2)[n:6][cH:7]1.[H-:15].[Na+:16].[O:17]=[CH:18][N:19]([CH3:20])[CH3:21].[OH2:28]>>[Cl:1][c:2]1[cH:3][cH:4][c:5]([C:8]2=[N:13][N:12]([CH2:22][C:23]#[C:24][CH2:25][CH3:26])[C:11](=[O:14])[CH2:10][CH2:9]2)[n:6][cH:7]1. The reactants are [I-].C[N+]1=C(C=CC=C1)CC(P(=O)(O)O)(O)C(=O)O (1-methyl-2-(2-carboxy-2-hydroxy-2-phosphonoethyl)pyridinium iodide). Reagents/catalysts: [Pd] (palladium on charcoal). Solvent: O (water). Run at time 2 day. The product is OC(C(=O)O)(CC1N(CCCC1)C)P(=O)(O)O (2-hydroxy-3-(1-methyl-2-piperidinyl)-2-phosphonopropanoic acid). As a reaction SMILES: [I-].[CH3:2][N+:3]1[CH:8]=[CH:7][CH:6]=[CH:5][C:4]=1[CH2:9][C:10]([C:16]([OH:18])=[O:17])([OH:15])[P:11]([OH:14])([OH:13])=[O:12]>[Pd].O>[OH:15][C:10]([P:11]([OH:13])([OH:14])=[O:12])([CH2:9][CH:4]1[CH2:5][CH2:6][CH2:7][CH2:8][N:3]1[CH3:2])[C:16]([OH:18])=[O:17] |f:0.1|. Procedure details: A mixture of 1 g of 1-methyl-2-(2-carboxy-2-hydroxy-2-phosphonoethyl)pyridinium iodide and 0.5 g of palladium on charcoal catalyst in 50 ml of distilled water is hydrogenated on a Parr apparatus at 40 PSI for about 2 days. The catalyst is removed by filtration, and the filtrate is evaporated to dryness. The residue is triturated with ethanol to give a solid which is collected by filtration. It is recrystallized from water/ethanol to afford 2-hydroxy-3-(1-methyl-2-piperidinyl)-2-phosphonopropanoi... Starting materials: CCS(=O)(=O)N1CCC(CN)(CC2CCCO2)CC1, O=C(O)c1ccc(C(F)(F)F)cc1Cl, ClCCl. The product is CCS(=O)(=O)N1CCC(CNC(=O)c2ccc(C(F)(F)F)cc2Cl)(CC2CCCO2)CC1. As a reaction SMILES: [CH2:1]([CH3:2])[S:3](=[O:4])(=[O:5])[N:6]1[CH2:7][CH2:8][C:9]([CH2:12][CH:13]2[O:14][CH2:15][CH2:16][CH2:17]2)([CH2:18][NH2:19])[CH2:10][CH2:11]1.[Cl:20][c:21]1[c:22]([C:23](=[O:24])[OH:25])[cH:26][cH:27][c:28]([C:30]([F:31])([F:32])[F:33])[cH:29]1.[Cl:34][CH2:35][Cl:36]>>[CH2:1]([CH3:2])[S:3](=[O:4])(=[O:5])[N:6]1[CH2:7][CH2:8][C:9]([CH2:12][CH:13]2[O:14][CH2:15][CH2:16][CH2:17]2)([CH2:18][NH:19][C:23]([c:22]2[c:21]([Cl:20])[cH:29][c:28]([C:30]([F:31])([F:32])[F:33])[cH:27][cH:26]2)=[O:24])[CH2:10][CH2:11]1. The reactants are C(=O)(OC(C)(C)C)NCC1=CC=C(C=C1)NC(=C(C#N)C#N)SC (3-[4-(N-Boc-aminomethyl)-phenylamino)2-cyano-3-methylmercaptoacrylonitrile), O.NN (hydrazine hydrate). Run in CO (methanol). Yields the product NC1=C(C(=NN1)NC1=CC=C(C=C1)CNC(=O)OC(C)(C)C)C#N (5-amino-3-[4-(N-Boc-aminomethyl)-phenylamino]-4-cyano pyrazole). As a reaction SMILES: [C:1]([NH:8][CH2:9][C:10]1[CH:15]=[CH:14][C:13]([NH:16][C:17](SC)=[C:18]([C:21]#[N:22])[C:19]#[N:20])=[CH:12][CH:11]=1)([O:3][C:4]([CH3:7])([CH3:6])[CH3:5])=[O:2].O.[NH2:26][NH2:27]>CO>[NH2:20][C:19]1[NH:27][N:26]=[C:17]([NH:16][C:13]2[CH:14]=[CH:15][C:10]([CH2:9][NH:8][C:1]([O:3][C:4]([CH3:7])([CH3:6])[CH3:5])=[O:2])=[CH:11][CH:12]=2)[C:18]=1[C:21]#[N:22] |f:1.2|. Reported procedure: A mixture of 117.8 g (342 mmol) of 3-[4-(N-Boc-aminomethyl)-phenylamino)2-cyano-3-methylmercaptoacrylonitrile, 20.54 ml (41.45 mmol) of hydrazine hydrate and 750 ml of methanol is heated under reflux for 3 hours and then concentrated by evaporation in vacuo at 50° C., yielding 5-amino-3-[4-(N-Boc-aminomethyl)-phenylamino]-4-cyano pyrazole in the form of an amorphous residue; TLC-Rf=0.28 (methylene chloride/methanol [9:1]). The reactants are BrC(C(C)=O)C1=NC(=NC=C1)C(C)(C)C (1-Bromo-1-(2-tert-butyl-pyrimidin-4-yl)-propan-2-one), NC(=S)N (Thiourea). Run in C(C)O (ethanol). Reaction conditions: time 1 hour. Product: C(C)(C)(C)C1=NC=CC(=N1)C1=C(N=C(S1)N)C (5-(2-tert-Butyl-pyrimidin-4-yl)-4-methyl-thiazol-2-ylamine), hydrobromide salt. As a reaction SMILES: Br[CH:2]([C:6]1[CH:11]=[CH:10][N:9]=[C:8]([C:12]([CH3:15])([CH3:14])[CH3:13])[N:7]=1)[C:3](=O)[CH3:4].[NH2:16][C:17]([NH2:19])=[S:18]>C(O)C>[C:12]([C:8]1[N:7]=[C:6]([C:2]2[S:18][C:17]([NH2:19])=[N:16][C:3]=2[CH3:4])[CH:11]=[CH:10][N:9]=1)([CH3:15])([CH3:14])[CH3:13]. Procedure details: 1-Bromo-1-(2-tert-butyl-pyrimidin-4-yl)-propan-2-one (1 g, 37 mmol) is stirred in ethanol (40 ml) at 70° C. Thiourea (280 mg, 37 mmol) is added and stirring continued for 1 hour at 70° C. After cooling to room temperature the mixture is filtered to afford the titled compound as the hydrobromide salt. If required, the product is dissolved in 1M aqueous hydrochloric acid and the solution is brought to pH 8 by addition of sodium hydroxide solution to precipitate the titled compound as the free base...